This data is from the Open Reaction Database (ORD), a public repository of structured organic reaction records. The task is: describe an organic reaction: reactants, conditions, products, and yield Starting materials: CC(C)(C)OC(=O)N1CCN(c2cc(F)c(C(=O)O)cc2F)CC1, CCN, CCN(C(C)C)C(C)C, Cl, CN(C)C=O, O. Product: CCNC(=O)c1cc(F)c(N2CCN(C(=O)OC(C)(C)C)CC2)cc1F. RXN SMILES: [C:1]([CH3:2])([CH3:3])([CH3:4])[O:5][C:6](=[O:7])[N:8]1[CH2:9][CH2:10][N:11]([c:14]2[cH:15][c:16]([F:24])[c:17]([C:18](=[O:19])[OH:20])[cH:21][c:22]2[F:23])[CH2:12][CH2:13]1.[CH2:26]([CH3:27])[NH2:28].[CH:29]([N:30]([CH2:31][CH3:32])[CH:33]([CH3:34])[CH3:35])([CH3:36])[CH3:37].[ClH:25].[O:38]=[CH:39][N:40]([CH3:41])[CH3:42].[OH2:43]>>[C:1]([CH3:2])([CH3:3])([CH3:4])[O:5][C:6](=[O:7])[N:8]1[CH2:9][CH2:10][N:11]([c:14]2[cH:15][c:16]([F:24])[c:17]([C:18](=[O:19])[NH:28][CH2:26][CH3:27])[cH:21][c:22]2[F:23])[CH2:12][CH2:13]1.